Dataset: the Open Reaction Database (ORD), a public repository of structured organic reaction records. Task: describe an organic reaction: reactants, conditions, products, and yield Reactants: C1CCC2=NCCCN2CC1, Cc1ccccc1, O, C=CCCC(O)c1ccccc1OC, [N-]=[N+]=NP(=O)(c1ccccc1)c1ccccc1. Product: C=CCCC(N=[N+]=[N-])c1ccccc1OC. As a reaction SMILES: [CH2:32]1[CH2:33][CH2:34][C:35]2=[N:40][CH2:39][CH2:38][CH2:37][N:36]2[CH2:41][CH2:42]1.[CH3:44][c:45]1[cH:46][cH:47][cH:48][cH:49][cH:50]1.[OH2:43].[OH:1][CH:2]([CH2:3][CH2:4][CH:5]=[CH2:6])[c:7]1[c:8]([O:13][CH3:14])[cH:9][cH:10][cH:11][cH:12]1.[c:15]1([P:16]([c:17]2[cH:18][cH:19][cH:20][cH:21][cH:22]2)(=[O:23])[N:29]=[N+:30]=[N-:31])[cH:24][cH:25][cH:26][cH:27][cH:28]1>>[CH:2]([CH2:3][CH2:4][CH:5]=[CH2:6])([c:7]1[c:8]([O:13][CH3:14])[cH:9][cH:10][cH:11][cH:12]1)[N:29]=[N+:30]=[N-:31]. The reactants are C(C)(=O)OCC (ethyl acetate), [F-].[K+] (potassium fluoride), C1COCCOCCOCCOCCOCCO1 (18-crown-6-ether), ClC1=CN=CC(=N1)C#N (6-chloro-2-pyrazinecarbonitrile). Run in O (water), C(C)#N (acetonitrile), C1(=CC=CC=C1)C (toluene), C(C)#N (acetonitrile). Product: FC1=CN=CC(=N1)C#N (6-fluoro-2-pyrazinecarbonitrile). Yield: 49.3%. As a reaction SMILES: [F-:1].[K+].C1OCCOCCOCCOCCOCCOC1.Cl[C:22]1[N:27]=[C:26]([C:28]#[N:29])[CH:25]=[N:24][CH:23]=1.C(OCC)(=O)C>C(#N)C.C1(C)C=CC=CC=1.O>[F:1][C:22]1[N:27]=[C:26]([C:28]#[N:29])[CH:25]=[N:24][CH:23]=1 |f:0.1|. Procedure: In a mixture of 140 ml of acetonitrile and 280 ml of toluene were suspended 58 g of potassium fluoride (spray-dried) and 8.7 g f 18-crown-6-ether. After heating the suspension under reflux for one hour in an atmosphere of nitrogen gas, the acetonitrile and toluene were distilled off under atmospheric pressure. The residue thus obtained was suspended in 280 mL of acetonitrile, 23 g of 6-chloro-2-pyrazinecarbonitrile synthesized according to the method described in Acta Poloniae Pharmaceutica, Vol... The reactants are C(C)N1C=NC2=C1C(NCC2)CC (3,4-diethyl-4,5,6,7-tetrahydro-imidazo-[4,5-c]-pyridine), C(C)(C)N=C=S (isopropyl isothiocyanate). Run in CC#N (CH3CN). Conditions: time 8 hour. Reported procedure: A solution of 9.3 g of 3,4-diethyl-4,5,6,7-tetrahydro-imidazo-[4,5-c]-pyridine and 7.59 g of isopropyl isothiocyanate in 75 ml of anhydrous CH3CN is refluxed for 7.5 hours. The solution is allowed to stand overnight at -15° C., then is filtered. 5.59 g of the crude title compound are collected; m.p. 195° C. (recrystallized from CH3CN). Reaction SMILES: [CH2:1]([N:3]1[C:7]2[CH:8]([CH2:12][CH3:13])[NH:9][CH2:10][CH2:11][C:6]=2[N:5]=[CH:4]1)[CH3:2].[CH:14]([N:17]=[C:18]=[S:19])([CH3:16])[CH3:15]>CC#N>[CH2:1]([N:3]1[C:7]2[CH:8]([CH2:12][CH3:13])[N:9]([C:18](=[S:19])[NH:17][CH:14]([CH3:16])[CH3:15])[CH2:10][CH2:11][C:6]=2[N:5]=[CH:4]1)[CH3:2]. Product: C(C)N1C=NC2=C1C(N(CC2)C(NC(C)C)=S)CC (3,4-Diethyl-5-(N-isopropyl-thiocarbamoyl)-4,5,6,7-tetrahydroimidazo-[4,5-c]-pyridine). Reactants: COC(C[C@@H](CNC)NC(OC(C)(C)C)=O)(C)C ((S)-tert-butyl 4-methoxy-4-methyl-1-(methylamino)pentan-2-ylcarbamate), C(=O)([O-])[O-].[K+].[K+] (K2CO3), C(=O)(OCC[Si](C)(C)C)ON1C(=O)CCC1=O (Teoc-OSu). Solvent: CC(=O)C (acetone), O (water). Product: COC(C[C@@H](CN(C(=O)OCC[Si](C)(C)C)C)NC(OC(C)(C)C)=O)(C)C ((S)-tert-butyl 4-methoxy-4-methyl-1-(N-methyl-N-(2-(trimethylsilyl)ethoxycarbonyl)amino)pentan-2-ylcarbamate). Yield: 14.9%. RXN SMILES: [CH3:1][O:2][C:3]([CH3:18])([CH3:17])[CH2:4][C@H:5]([NH:9][C:10](=[O:16])[O:11][C:12]([CH3:15])([CH3:14])[CH3:13])[CH2:6][NH:7][CH3:8].C([O-])([O-])=O.[K+].[K+].[C:25]([O:34]N1C(=O)CCC1=O)([O:27][CH2:28][CH2:29][Si:30]([CH3:33])([CH3:32])[CH3:31])=O>CC(C)=O.O>[CH3:1][O:2][C:3]([CH3:18])([CH3:17])[CH2:4][C@H:5]([NH:9][C:10](=[O:16])[O:11][C:12]([CH3:14])([CH3:13])[CH3:15])[CH2:6][N:7]([CH3:8])[C:25]([O:27][CH2:28][CH2:29][Si:30]([CH3:31])([CH3:32])[CH3:33])=[O:34] |f:1.2.3|. Reported procedure: To a solution of the above (S)-tert-butyl 4-methoxy-4-methyl-1-(methylamino)pentan-2-ylcarbamate (˜2.99 mmol) in acetone (9 mL) and water (3 mL), there was added K2CO3 (1.24 g, 9.0 mmol), followed by Teoc-OSu (0.85 g, 3.29 mmol). The resulting mixture was stirred at rt until no starting material remained (˜1 h). Acetone was removed under vacuum, and the aqueous residue was extracted with CH2Cl2 (4×5 mL). The combined organic layers were concentrated, and crude residue was purified with flash col... The reactants are BrCCCBr, CCOC(=O)Cc1ccc([N+](=O)[O-])c(OCC2CC2)c1, [Cl-], [H-], [NH4+], [Na+], CN(C)C=O. Yields the product CCOC(=O)C1(c2ccc([N+](=O)[O-])c(OCC3CC3)c2)CCC1. Reaction SMILES: [Br:23][CH2:24][CH2:25][CH2:26][Br:27].[CH:1]1([CH2:4][O:5][c:6]2[cH:7][c:8]([CH2:15][C:16](=[O:17])[O:18][CH2:19][CH3:20])[cH:9][cH:10][c:11]2[N+:12](=[O:13])[O-:14])[CH2:2][CH2:3]1.[Cl-:28].[H-:22].[NH4+:29].[Na+:21].[O:30]=[CH:31][N:32]([CH3:33])[CH3:34]>>[CH:1]1([CH2:4][O:5][c:6]2[cH:7][c:8]([C:15]3([C:16](=[O:17])[O:18][CH2:19][CH3:20])[CH2:24][CH2:25][CH2:26]3)[cH:9][cH:10][c:11]2[N+:12](=[O:13])[O-:14])[CH2:2][CH2:3]1. Starting materials: C(C1=CC=CC=C1)N1CCC2(C(CC(N2C2=CC(=CC=C2)F)=O)=O)CC1 (8-benzyl-1-(3-fluorophenyl)-1,8-diazaspiro[4.5]decane-2,4-dione), O.C1(=CC=C(C=C1)S(=O)(=O)O)C (p-toluenesulfonic acid monohydrate), FC1=CC=C(N)C=C1 (4-fluoroaniline). The solvent is C1(=CC=CC=C1)C (toluene). Product: C(C1=CC=CC=C1)N1CCC2(C(=CC(N2C2=CC(=CC=C2)F)=O)NC2=CC=C(C=C2)F)CC1 (8-benzyl-1-(3-fluorophenyl)-4-[(4-fluorophenyl)amino]-1,8-diazaspiro[4.5]dec-3-en-2-one). RXN SMILES: [CH2:1]([N:8]1[CH2:26][CH2:25][C:11]2([N:15]([C:16]3[CH:21]=[CH:20][CH:19]=[C:18]([F:22])[CH:17]=3)[C:14](=[O:23])[CH2:13][C:12]2=O)[CH2:10][CH2:9]1)[C:2]1[CH:7]=[CH:6][CH:5]=[CH:4][CH:3]=1.O.C1(C)C=CC(S(O)(=O)=O)=CC=1.[F:39][C:40]1[CH:46]=[CH:45][C:43]([NH2:44])=[CH:42][CH:41]=1>C1(C)C=CC=CC=1>[CH2:1]([N:8]1[CH2:26][CH2:25][C:11]2([N:15]([C:16]3[CH:21]=[CH:20][CH:19]=[C:18]([F:22])[CH:17]=3)[C:14](=[O:23])[CH:13]=[C:12]2[NH:44][C:43]2[CH:45]=[CH:46][C:40]([F:39])=[CH:41][CH:42]=2)[CH2:10][CH2:9]1)[C:2]1[CH:3]=[CH:4][CH:5]=[CH:6][CH:7]=1 |f:1.2|. Procedure: To a solution of 55 mg (0.156 mmol) 8-benzyl-1-(3-fluorophenyl)-1,8-diazaspiro[4.5]decane-2,4-dione in 2 mL dry toluene was added 36 mg (0.187 mmol)p-toluenesulfonic acid monohydrate and 0.030 mL (0.312 mmol) 4-fluoroaniline. The reaction mixture was refluxed for 24 hrs. The solvent was then removed by concentration in vacuum. The residue was purified by preparative HPLC (5→95% CH3CN/H2O over 30 min, 0.05% added TFA, C18 PRO YMC 20×150 mm) to afford 8-benzyl-1-(3-fluorophenyl)-4-[(4-fluorophenyl... Reactants: cresyl titanate, C(CO)N1C(=O)N(C(=O)N(C1=O)CCO)CCO (THEIC), C(C1=CC=C(C(=O)OC)C=C1)(=O)OC (dimethyl terephthalate), C1=C(C=CC2=CC(=CC=C12)C(=O)OC)C(=O)OC (dimethyl 2,6-naphthalenedicarboxylate), trimellitic anhydride, C1=CC(=CC=C1CC=2C=CC(=CC2)N)N (4,4'-diaminodiphenylmethane), tetra-n-butyl titanate. The solvent is C1(=CC=CC=C1O)C (cresol), solvent, naphtha, C(CO)O (ethylene glycol). Yields the product C1=C(C=CC2=CC(=CC=C12)C(=O)O)C(=O)O (2,6-Naphthalenedicarboxylic Acid). As a reaction SMILES: C(N1C(=O)N(CCO)C(=O)N(CCO)C1=O)CO.C(OC)(=O)C1C=CC(C(OC)=O)=CC=1.[CH:33]1[C:42]2[C:37](=[CH:38][C:39]([C:43]([O:45]C)=[O:44])=[CH:40][CH:41]=2)[CH:36]=[CH:35][C:34]=1[C:47]([O:49]C)=[O:48].C1C(CC2C=CC(N)=CC=2)=CC=C(N)C=1>C1(C)C(O)=CC=CC=1.C(O)CO>[CH:33]1[C:42]2[C:37](=[CH:38][C:39]([C:43]([OH:45])=[O:44])=[CH:40][CH:41]=2)[CH:36]=[CH:35][C:34]=1[C:47]([OH:49])=[O:48]. Procedure details: 72.9 g of ethylene glycol, 192.2 g of THEIC, 83.3 g of dimethyl terephthalate, 104.4 g of dimethyl 2,6-naphthalenedicarboxylate, 220.1 g of trimellitic anhydride, 112.0 g of 4,4'-diaminodiphenylmethane and 0.7 g of tetra-n-butyl titanate are heated at 200° C. to prepare a polyesterimide resin. 96.8 g of distillate are obtained. At 200° C., the batch is diluted with 808.5 g of cresol. The cooled cresolic solution is diluted with 288.5 g of solvent naphtha and catalysed with 11.4 g of cresyl titan... The reactants are 10.0, [Cl-].C[N+](CCCNC=O)(CC(NC1=CC=C(C=C1)[N+](=O)[O-])=O)C (N,N-dimethyl-N-(4-nitrophenyl)carbamylmethyl-N-3-formamidopropylammonium chloride), Cl (hydrochloric acid), [OH-].[Na+] (sodium hyroxide). The solvent is O (water). Run at time 2 day. Product: [Cl-].C[N+](CCCN)(CC(NC1=CC=C(C=C1)[N+](=O)[O-])=O)C (N,N-dimethyl-N-(4-nitrophenyl)carbamylmethyl-N-3-aminopropylammonium chloride), mono-hydrochloride. As a reaction SMILES: [Cl-:1].[CH3:2][N+:3]([CH3:23])([CH2:10][C:11](=[O:22])[NH:12][C:13]1[CH:18]=[CH:17][C:16]([N+:19]([O-:21])=[O:20])=[CH:15][CH:14]=1)[CH2:4][CH2:5][CH2:6][NH:7]C=O.Cl.[OH-].[Na+]>O>[Cl-:1].[CH3:23][N+:3]([CH3:2])([CH2:10][C:11](=[O:22])[NH:12][C:13]1[CH:18]=[CH:17][C:16]([N+:19]([O-:21])=[O:20])=[CH:15][CH:14]=1)[CH2:4][CH2:5][CH2:6][NH2:7] |f:0.1,3.4,6.7|. Procedure details: A solution of 10.0 parts of N,N-dimethyl-N-(4-nitrophenyl)carbamylmethyl-N-3-formamidopropylammonium chloride in 100 parts of water containing 6.0 parts of concentrated hydrochloric acid was heated for about 2 hours. The reaction mixture was rendered slightly alkaline by the addition of 50 percent aqueous sodium hyroxide and stored in the refrigerator for 2 days. The reaction mixture was then filtered to remove a small amount of solid and the filtrate was acidified with 48 parts of concentrated ... As a reaction SMILES: [CH3:1][C:2]1[CH:3]=[C:4]([S:9]([N:12]2[C:17]3[CH:18]=[C:19]([C:22]([NH:24][C:25]4[CH:33]=[CH:32][C:28]([C:29]([OH:31])=[O:30])=[C:27]([F:34])[CH:26]=4)=[O:23])[CH:20]=[CH:21][C:16]=3[O:15][CH2:14][CH2:13]2)(=[O:11])=[O:10])[CH:5]=[C:6]([CH3:8])[CH:7]=1.[CH3:35][C:36]1C=C(S(Cl)(=O)=O)C=C(C)C=1>>[CH2:35]([O:30][C:29](=[O:31])[C:28]1[CH:32]=[CH:33][C:25]([NH:24][C:22]([C:19]2[CH:20]=[CH:21][C:16]3[O:15][CH2:14][CH2:13][N:12]([S:9]([C:4]4[CH:5]=[C:6]([CH3:8])[CH:7]=[C:2]([CH3:1])[CH:3]=4)(=[O:11])=[O:10])[C:17]=3[CH:18]=2)=[O:23])=[CH:26][C:27]=1[F:34])[CH3:36]. The reactants are CC=1C=C(C=C(C1)C)S(=O)(=O)N1CCOC2=C1C=C(C=C2)C(=O)NC2=CC(=C(C(=O)O)C=C2)F (4-{[4-(3,5-Dimethyl-benzenesulfonyl)-3,4-dihydro-2H-benzo[1,4]oxazine-6-carbonyl]-amino}-2-fluoro-benzoic acid), CC=1C=C(C=C(C1)C)S(=O)(=O)Cl (3,5-dimethyl-benzenesulfonyl chloride). Yields the product C(C)OC(C1=C(C=C(C=C1)NC(=O)C=1C=CC2=C(N(CCO2)S(=O)(=O)C2=CC(=CC(=C2)C)C)C1)F)=O (4-{[4-(3,5-dimethyl-benzenesulfonyl)-3,4-dihydro-2H-benzo[1,4]oxazine-6-carbonyl]-amino}-2-fluoro-benzoic acid ethyl ester). Procedure details: 4-{[4-(3,5-Dimethyl-benzenesulfonyl)-3,4-dihydro-2H-benzo[1,4]oxazine-6-carbonyl]-amino}-2-fluoro-benzoic acid, MS (ISP): m/e=483.3 (M−H), was prepared as described for example 21, steps 1 to 8. Step 7 was performed using 3,5-dimethyl-benzenesulfonyl chloride and yielded 4-{[4-(3,5-dimethyl-benzenesulfonyl)-3,4-dihydro-2H-benzo[1,4]oxazine-6-carbonyl]-amino}-2-fluoro-benzoic acid ethyl ester, which was hydrolyzed in step 8.